Dataset: the Open Reaction Database (ORD), a public repository of structured organic reaction records. Task: describe an organic reaction: reactants, conditions, products, and yield Starting materials: FC1=CC=C(C=C1)N1C=C(C(C2=CC(=C(C(=C12)F)N1CC(C1)(NC(C(F)(F)F)=O)C)F)=O)C(=O)O (1-(4-fluorophenyl)-6,8-difluoro-7-(3-methyl-3-trifluoroacetamido-1-azetidinyl)-1,4-dihydro-4-oxo-3-quinolinecarboxylic acid), O (water). The solvent is [OH-].[Na+] (sodium hydroxide). Product: FC1=CC=C(C=C1)N1C=C(C(C2=CC(=C(C(=C12)F)N1CC(C1)(C)N)F)=O)C(=O)O (1-(4-fluorophenyl)-6,8-difluoro-7-(3-amino-3-methyl-1-azetidinyl)-1,4-dihydro-4-oxo-3-quinolinecarboxylic acid). RXN SMILES: [F:1][C:2]1[CH:7]=[CH:6][C:5]([N:8]2[C:17]3[C:12](=[CH:13][C:14]([F:31])=[C:15]([N:19]4[CH2:22][C:21]([CH3:30])([NH:23]C(=O)C(F)(F)F)[CH2:20]4)[C:16]=3[F:18])[C:11](=[O:32])[C:10]([C:33]([OH:35])=[O:34])=[CH:9]2)=[CH:4][CH:3]=1.O>[OH-].[Na+]>[F:1][C:2]1[CH:7]=[CH:6][C:5]([N:8]2[C:17]3[C:12](=[CH:13][C:14]([F:31])=[C:15]([N:19]4[CH2:22][C:21]([NH2:23])([CH3:30])[CH2:20]4)[C:16]=3[F:18])[C:11](=[O:32])[C:10]([C:33]([OH:35])=[O:34])=[CH:9]2)=[CH:4][CH:3]=1 |f:2.3|. Procedure details: A solution of 1.25 g (2.5 mmoles) of 1-(4-fluorophenyl)-6,8-difluoro-7-(3-amino-3-trifluoroacetamido-1-azetidinyl)-1,4-dihydro-4-oxo-3-quinolinecarboxylic acid (example 19), in 8 ml of 1N sodium hydroxide and 10 ml of water is heated under reflux for 3 hours. It is cooled, filtered, and acetic acid is added. After filtering and washing with water and cold ethanol, 0.8 g (72%) of 1-(4-fluorophenyl)-6,8-difluoro-7-(3-amino-3-methyl-1-azetidinyl)-1,4-dihydro-4-oxo-3-quinolinecarboxylic acid are obt... Reactants: [OH-].[Na+] (sodium hydroxide), FC1=C(C=CC(=C1)F)NCC1=CC=NC=C1 (4-(2,4-difluorophenylaminomethyl)pyridine), C([O-])(O)=O.[Na+] (sodium bicarbonate), C([O-])([O-])=O.[K+].[K+] (potassium carbonate), CS(=O)(=O)Cl (methanesulfonyl chloride). Run in C(Cl)(Cl)Cl (chloroform), ClCCl (dichloromethane). The product is FC1=C(C=CC(=C1)F)N(S(=O)(=O)C)CC1=CC=NC=C1 (N-(2,4-difluorophenyl)-N-(pyridin-4-ylmethyl)methanesulfonamide). Reaction SMILES: [F:1][C:2]1[CH:7]=[C:6]([F:8])[CH:5]=[CH:4][C:3]=1[NH:9][CH2:10][C:11]1[CH:16]=[CH:15][N:14]=[CH:13][CH:12]=1.C(=O)([O-])[O-].[K+].[K+].[CH3:23][S:24](Cl)(=[O:26])=[O:25].C(=O)(O)[O-].[Na+].[OH-].[Na+]>ClCCl.C(Cl)(Cl)Cl>[F:1][C:2]1[CH:7]=[C:6]([F:8])[CH:5]=[CH:4][C:3]=1[N:9]([CH2:10][C:11]1[CH:12]=[CH:13][N:14]=[CH:15][CH:16]=1)[S:24]([CH3:23])(=[O:26])=[O:25] |f:1.2.3,5.6,7.8|. Procedure: A 4.7 g. portion of 4-(2,4-difluorophenylaminomethyl)pyridine was dissolved in 15 ml. of chloroform, and 4.1 g. of potassium carbonate was added, followed by 2.3 ml. of methanesulfonyl chloride. The mixture was stirred under reflux overnight, and then for several days at ambient temperature. It was then diluted with 20 ml. of dichloromethane and 20 ml. of aqueous sodium bicarbonate, and 5 ml. of 2N sodium hydroxide was added. The organic phase was then washed with aqueous sodium bicarbonate, dri... Reported procedure: A solution of 4-({1-[5-(3-chlorophenyl)-2-methylfuran-3-yl]-3-methylbutyl}amino)benzoic acid (199 mg), ethyl 3-(methylamino)propanoate (79 mg), 1-ethyl-3-(3-dimethylaminopropyl)carbodiimide hydrochloride (115 mg), hydroxybenzotriazole monohydrate (92 mg) and triethylamine (84 μL) in N,N-dimethylformamide (10 mL) was stirred at room temperature for 4 hr. Ethyl acetate was added, the mixture was washed with saturated aqueous sodium hydrogen carbonate solution and water, and the organic layer was d... The reactants are ClC=1C=C(C=CC1)C1=CC(=C(O1)C)C(CC(C)C)NC1=CC=C(C(=O)O)C=C1 (4-({1-[5-(3-chlorophenyl)-2-methylfuran-3-yl]-3-methylbutyl}amino)benzoic acid), CNCCC(=O)OCC (ethyl 3-(methylamino)propanoate), Cl.C(C)N=C=NCCCN(C)C (1-ethyl-3-(3-dimethylaminopropyl)carbodiimide hydrochloride), O.OC1=CC=CC=2NN=NC21 (hydroxybenzotriazole monohydrate). The solvent is C(C)(=O)OCC (Ethyl acetate), CN(C=O)C (N,N-dimethylformamide), C(C)N(CC)CC (triethylamine). Conditions: time 1 hour. Yields the product ClC=1C=C(C=CC1)C1=CC(=C(O1)C)C(CC(C)C)NC1=CC=C(C=C1)C(=O)N(CCC(=O)O)C (3-[{[4-({1-[5-(3-chlorophenyl)-2-methylfuran-3-yl]-3-methylbutyl}amino)phenyl]carbonyl}(methyl)amino]propanoic acid). Isolated yield 89.4%. As a reaction SMILES: [Cl:1][C:2]1[CH:3]=[C:4]([C:8]2[O:12][C:11]([CH3:13])=[C:10]([CH:14]([NH:19][C:20]3[CH:28]=[CH:27][C:23](C(O)=O)=[CH:22][CH:21]=3)[CH2:15][CH:16]([CH3:18])[CH3:17])[CH:9]=2)[CH:5]=[CH:6][CH:7]=1.[CH3:29][NH:30][CH2:31][CH2:32][C:33]([O:35]CC)=[O:34].Cl.C(N=C=NCCCN(C)C)C.O.[OH:51][C:52]1C2N=NNC=2C=CC=1>CN(C)C=O.C(OCC)(=O)C.C(N(CC)CC)C>[Cl:1][C:2]1[CH:3]=[C:4]([C:8]2[O:12][C:11]([CH3:13])=[C:10]([CH:14]([NH:19][C:20]3[CH:21]=[CH:22][C:23]([C:52]([N:30]([CH3:29])[CH2:31][CH2:32][C:33]([OH:35])=[O:34])=[O:51])=[CH:27][CH:28]=3)[CH2:15][CH:16]([CH3:18])[CH3:17])[CH:9]=2)[CH:5]=[CH:6][CH:7]=1 |f:2.3,4.5|. The reactants are CN1N=C(N=C1NCCCOC1=CC(=CC=C1)CN(C)C)N=CC1=CC=CC=C1 (1-methyl-N3 -phenylmethylene-N5 -[3-[3-[(dimethylamino)methyl]phenoxy]propyl]-1H-1,2,4-triazole-3,5-diamine), [BH4-].[Na+] (sodium borohydride). Run in CO (methanol). Conditions: time 12 hour. The product is CN1N=C(N=C1NCCCOC1=CC(=CC=C1)CN(C)C)NCC1=CC=CC=C1 (1-Methyl-N3 -phenylmethyl-N5 -[3-[3-[(dimethylamino)methyl]phenoxy]propyl]-1-H-1,2,4-triazole-3,5-diamine). Isolated yield 69.6%. RXN SMILES: [CH3:1][N:2]1[C:6]([NH:7][CH2:8][CH2:9][CH2:10][O:11][C:12]2[CH:17]=[CH:16][CH:15]=[C:14]([CH2:18][N:19]([CH3:21])[CH3:20])[CH:13]=2)=[N:5][C:4]([N:22]=[CH:23][C:24]2[CH:29]=[CH:28][CH:27]=[CH:26][CH:25]=2)=[N:3]1.[BH4-].[Na+]>CO>[CH3:1][N:2]1[C:6]([NH:7][CH2:8][CH2:9][CH2:10][O:11][C:12]2[CH:17]=[CH:16][CH:15]=[C:14]([CH2:18][N:19]([CH3:20])[CH3:21])[CH:13]=2)=[N:5][C:4]([NH:22][CH2:23][C:24]2[CH:25]=[CH:26][CH:27]=[CH:28][CH:29]=2)=[N:3]1 |f:1.2|. Reported procedure: A mixture of 1-methyl-N3 -phenylmethylene-N5 -[3-[3-[(dimethylamino)methyl]phenoxy]propyl]-1H-1,2,4-triazole-3,5-diamine (2.0 g) and sodium borohydride (0.95 g) in methanol was stirred at 25° for 12 hr. The mixture was poured onto water and extracted with ethyl acetate. The organic extract was washed with brine and distilled to give the title compound as a pale yellow oil (1.4 g) b.p. 180° (0.04 mm). TLC silica; methanol:ammonia (80:1) Rf 0.7. The reactants are CC(C)(C)N=NC(C)(C)OO, CCCCCC, OON=NOO, [Na+], [Na+], O, O=S([O-])[O-], O=S([O-])O. The product is CC(C)(C)N=NC(C)(C)O, [Na+], O=S([O-])O. Reaction SMILES: [C:7]([CH3:8])([CH3:9])([CH3:10])[N:11]=[N:12][C:13]([CH3:14])([CH3:15])[O:16][OH:17].[CH3:1][CH2:2][CH2:3][CH2:4][CH2:5][CH3:6].[N:28]([O:29][OH:30])=[N:31][O:32][OH:33].[Na+:22].[Na+:23].[OH2:34].[S:18](=[O:19])([O-:20])[O-:21].[S:24](=[O:25])([OH:26])[O-:27]>>[C:7]([CH3:8])([CH3:9])([CH3:10])[N:11]=[N:12][C:13]([CH3:14])([CH3:15])[OH:16].[Na+:22].[S:18](=[O:19])([O-:20])[OH:21].